This data is from the Open Reaction Database (ORD), a public repository of structured organic reaction records. The task is: describe an organic reaction: reactants, conditions, products, and yield Reactants: [Cl-].C(CC)OC1=C(C(=C(C[P+](C2=CC=CC=C2)(C2=CC=CC=C2)C2=CC=CC=C2)C(=C1)C)C)C (4-propoxy-2,3,6-trimethyl-benzyl-triphenyl-phosphonium chloride), C(C)OC(C=C(C=CC=C(C)C=O)C)=O (7-formyl-3-methyl-octa-2,4,6-trien-1-oic acid ethyl ester). Yields the product C(C)OC(C=C(C=CC=C(C=CC1=C(C(=C(C=C1C)OCCC)C)C)C)C)=O (9-(4-propoxy-2,3,6-trimethyl-phenyl)-3,7-dimethyl-nona-2,4,6,8-tetraen-1-oic acid ethyl ester). Reaction SMILES: [Cl-].[CH2:2]([O:5][C:6]1[CH:31]=[C:30]([CH3:32])[C:9]([CH2:10][P+](C2C=CC=CC=2)(C2C=CC=CC=2)C2C=CC=CC=2)=[C:8]([CH3:33])[C:7]=1[CH3:34])[CH2:3][CH3:4].[CH2:35]([O:37][C:38](=[O:49])[CH:39]=[C:40]([CH3:48])[CH:41]=[CH:42][CH:43]=[C:44]([CH:46]=O)[CH3:45])[CH3:36]>>[CH2:35]([O:37][C:38](=[O:49])[CH:39]=[C:40]([CH3:48])[CH:41]=[CH:42][CH:43]=[C:44]([CH3:46])[CH:45]=[CH:10][C:9]1[C:30]([CH3:32])=[CH:31][C:6]([O:5][CH2:2][CH2:3][CH3:4])=[C:7]([CH3:34])[C:8]=1[CH3:33])[CH3:36] |f:0.1|. Procedure: 4-propoxy-2,3,6-trimethyl-benzyl-triphenyl-phosphonium chloride is condensed with 7-formyl-3-methyl-octa-2,4,6-trien-1-oic acid ethyl ester to produce 9-(4-propoxy-2,3,6-trimethyl-phenyl)-3,7-dimethyl-nona-2,4,6,8-tetraen-1-oic acid ethyl ester which is converted by the procedure of Example 7 to 9-(4-propoxy-2,3,6-trimethyl-phenyl)-3,7-dimethyl-nona-2,4,6,8-tetraen-1-oic acid, m.p.: 200°-201° C.